Task: describe an organic reaction: reactants, conditions, products, and yield. Dataset: the Open Reaction Database (ORD), a public repository of structured organic reaction records Starting materials: CCOC(=O)c1cc(-c2cccc(NC(=O)C3CCN(C(C)=O)CC3)c2)on1, C1CCOC1, [Na+], [OH-]. Yields the product CC(=O)N1CCC(C(=O)Nc2cccc(-c3cc(C(=O)O)no3)c2)CC1. Reaction SMILES: [C:1]([CH3:2])(=[O:3])[N:4]1[CH2:5][CH2:6][CH:7]([C:10](=[O:11])[NH:12][c:13]2[cH:14][c:15](-[c:19]3[cH:20][c:21]([C:24](=[O:25])[O:26][CH2:27][CH3:28])[n:22][o:23]3)[cH:16][cH:17][cH:18]2)[CH2:8][CH2:9]1.[CH2:31]1[O:32][CH2:33][CH2:34][CH2:35]1.[Na+:30].[OH-:29]>>[C:1]([CH3:2])(=[O:3])[N:4]1[CH2:5][CH2:6][CH:7]([C:10](=[O:11])[NH:12][c:13]2[cH:14][c:15](-[c:19]3[cH:20][c:21]([C:24](=[O:25])[OH:26])[n:22][o:23]3)[cH:16][cH:17][cH:18]2)[CH2:8][CH2:9]1. The reactants are CC1=CC=C(C=C1)C1=C(C=NO1)C(=O)O (5-(4-methylphenyl)isoxazole-4-carboxylic acid), C(C(=O)O)(=O)O.ClC1=CC=C(CC2CNCC2)C=C1 (3-(4-chlorobenzyl)pyrrolidine oxalate). Yields the product ClC1=CC=C(CC2CN(CC2)C(=O)C=2C=NOC2C2=CC=C(C=C2)C)C=C1 (4-{[3-(4-Chlorobenzyl)pyrrolidin-1-yl]carbonyl}-5-(4-methylphenyl)isoxazole), solid. Reaction SMILES: [CH3:1][C:2]1[CH:7]=[CH:6][C:5]([C:8]2[O:12][N:11]=[CH:10][C:9]=2[C:13]([OH:15])=O)=[CH:4][CH:3]=1.C(O)(=O)C(O)=O.[Cl:22][C:23]1[CH:34]=[CH:33][C:26]([CH2:27][CH:28]2[CH2:32][CH2:31][NH:30][CH2:29]2)=[CH:25][CH:24]=1>>[Cl:22][C:23]1[CH:24]=[CH:25][C:26]([CH2:27][CH:28]2[CH2:32][CH2:31][N:30]([C:13]([C:9]3[CH:10]=[N:11][O:12][C:8]=3[C:5]3[CH:4]=[CH:3][C:2]([CH3:1])=[CH:7][CH:6]=3)=[O:15])[CH2:29]2)=[CH:33][CH:34]=1 |f:1.2|. Procedure: The title compound was prepared from 5-(4-methylphenyl)isoxazole-4-carboxylic acid (10.2 mg, 0.050 mmol) and 3-(4-chlorobenzyl)pyrrolidine oxalate (17.1 mg, 0.060 mmol) as described in synthetic method B and thereafter purified by preparative HPLC method B to give a solid (8.1 mg). Calcd for C22H21ClN2O2: 380.1292, found 380.1295. Reactants: ClC=1C=CC=2C(OC(C3=CC=CC1C23)=O)=O (6-chloro-1H,3H-benzo[de]isochromene-1,3-dione), CN1C(CCC1)=O (N-methylpyrrolidone), CN1C(CCC1)=O (NMP), Cl.NCCSSCCN (cystamine hydrochloride), C(C)(C)N(CC)C(C)C (diisopropylethylamine). Conditions: temperature 120 celsius, time 2 hour. The product is S(SCCN1C(C2=CC=CC=3C2=C(C1=O)C=CC3Cl)=O)CCN3C(C1=CC=CC=2C1=C(C3=O)C=CC2Cl)=O (2,2′-(disulfanediyldiethane-2,1-diyl)bis(6-chloro-1H-benzo[de]-isoquinoline-1,3(2H)-dione)). RXN SMILES: [Cl:1][C:2]1[CH:3]=[CH:4][C:5]2[C:6](=[O:16])O[C:8](=[O:15])[C:9]3[C:14]=2[C:13]=1[CH:12]=[CH:11][CH:10]=3.[ClH:17].[NH2:18][CH2:19][CH2:20][S:21][S:22][CH2:23][CH2:24][NH2:25].C(N([CH:32]([CH3:34])[CH3:33])CC)(C)C.CN1[CH2:40][CH2:39][CH2:38][C:37]1=[O:41]>>[S:21]([CH2:20][CH2:19][N:18]1[C:6](=[O:16])[C:5]2[CH:4]=[CH:3][C:2]([Cl:1])=[C:13]3[C:14]=2[C:9](=[CH:10][CH:11]=[CH:12]3)[C:8]1=[O:15])[S:22][CH2:23][CH2:24][N:25]1[C:8](=[O:15])[C:9]2[CH:34]=[CH:32][C:33]([Cl:17])=[C:11]3[C:10]=2[C:38](=[CH:39][CH:40]=[CH:12]3)[C:37]1=[O:41] |f:1.2|. Procedure details: 9.30 g of 6-chloro-1H,3H-benzo[de]isochromene-1,3-dione and 4.46 g of cystamine hydrochloride were suspended in 50 ml of N-methylpyrrolidone (NMP). 5.5 g of diisopropylethylamine were added and the mixture was heated, with stirring, at 120° C. After 2 hours, 50 ml of NMP were added and the mixture continued to be stirred at 120° C. for 3 h. After cooling, the precipitated product was recovered, the filtered solution was extended by addition of 200 ml of water and a second precipitate was recover... Reactants: [N-]=[N+]=[N-].[Na+] (sodium azide), ClC1=CC=C2C(C=C(C(C2=C1)=O)OC)=O (7-Chloro-2-methoxy-1,4-naphthoquinone), FC(S(=O)(=O)O)(F)F (trifluoromethanesulfonic acid), ice, [N-]=[N+]=[N-].[Na+] (sodium azide). Reaction conditions: time 0.08 hour. Product: ClC=1C=CC2=C(NC(C(=CC2=O)OC)=O)C1 (8-Chloro-3-methoxy-2,5-dioxo-2,5-dihydro-1H-benz[b]azepine). Yield: 87.9%. RXN SMILES: [Cl:1][C:2]1[CH:11]=[C:10]2[C:5]([C:6](=[O:15])[CH:7]=[C:8]([O:13][CH3:14])[C:9]2=[O:12])=[CH:4][CH:3]=1.FC(F)(F)S(O)(=O)=O.[N-:24]=[N+]=[N-].[Na+]>>[Cl:1][C:2]1[CH:3]=[CH:4][C:5]2[C:6](=[O:15])[CH:7]=[C:8]([O:13][CH3:14])[C:9](=[O:12])[NH:24][C:10]=2[CH:11]=1 |f:2.3|. Procedure details: 7-Chloro-2-methoxy-1,4-naphthoquinone (14.74 g) was added to trifluoromethanesulfonic acid (153 mL) chilled in an ice bath, and sodium azide (4.74 g) was added. The reaction mixture was maintained in an ice bath for 0.33 hour then allowed to warm to room temperature and maintained thus for 90 hours. The reaction mixture was recooled in an ice bath, and an additional portion of sodium azide (2.15 g) was added. After 0.08 hour the mixture was allowed to warm to room temperature for 19 hours. The r... Starting materials: O=C([O-])[O-], CN(C)C=O, ClCCl, [K+], [K+], N#Cc1c(N)nc2ccc(I)cc2c1O, Cc1ccc(S(=O)(=O)ON)cc1. Product: N#Cc1c(O)c2cc(I)ccc2[n+](N)c1N, Cc1ccc(S(=O)(=O)[O-])cc1. RXN SMILES: [C:16](=[O:17])([O-:18])[O-:19].[CH3:34][N:35]([CH3:36])[CH:37]=[O:38].[Cl:39][CH2:40][Cl:41].[K+:20].[K+:21].[NH2:1][c:2]1[n:3][c:4]2[cH:5][cH:6][c:7]([I:15])[cH:8][c:9]2[c:10]([OH:14])[c:11]1[C:12]#[N:13].[S:22](=[O:23])(=[O:24])([c:25]1[cH:26][cH:27][c:28]([CH3:29])[cH:30][cH:31]1)[O:32][NH2:33]>>[NH2:1][c:2]1[n+:3]([NH2:33])[c:4]2[cH:5][cH:6][c:7]([I:15])[cH:8][c:9]2[c:10]([OH:14])[c:11]1[C:12]#[N:13].[S:22](=[O:23])(=[O:24])([c:25]1[cH:26][cH:27][c:28]([CH3:29])[cH:30][cH:31]1)[O-:32]. Reactants: N1N=C(C=C1)NC=1NC(C2=CC=CC=C2C1)=O (3-(1H-Pyrazol-3-ylamino)-2H-isoquinolin-1-one), O=P(Cl)(Cl)Cl (POCl3). Conditions: temperature 130 celsius, time 2 hour. Yields the product ClC1=NC(=CC2=CC=CC=C12)NC1=NNC=C1 ((1-chloro-isoquinolin-3-yl)-(1H-pyrazol-3-yl)-amine). Isolated yield 61.0%. As a reaction SMILES: [NH:1]1[CH:5]=[CH:4][C:3]([NH:6][C:7]2[NH:8][C:9](=O)[C:10]3[C:15]([CH:16]=2)=[CH:14][CH:13]=[CH:12][CH:11]=3)=[N:2]1.O=P(Cl)(Cl)[Cl:20]>>[Cl:20][C:9]1[C:10]2[C:15](=[CH:14][CH:13]=[CH:12][CH:11]=2)[CH:16]=[C:7]([NH:6][C:3]2[CH:4]=[CH:5][NH:1][N:2]=2)[N:8]=1. Procedure: 3-(1H-Pyrazol-3-ylamino)-2H-isoquinolin-1-one (7.4 g, 0.03 mol) and POCl3 (80 ml) were sealed in 4 different bottles (20 ml). The mixture was heated at 130° C. for 15 minutes under microwave irradiation. The mixture was concentrated, the residue was treated with 15 ml MeOH and stirred for 2 hours at room temperature. The solid was collected and dried to give product (4.7 g, 61% yield). LC-MS: 245(MH+)